describe an organic reaction: reactants, conditions, products, and yield From a dataset of the Open Reaction Database (ORD), a public repository of structured organic reaction records. Starting materials: CN(C)C=O, [H-], CCCCI, [Na+], O=c1c2[nH]cnc2nc2n1CCCC2. The product is CCCCn1cnc2nc3n(c(=O)c21)CCCC3. RXN SMILES: [CH3:22][N:23]([CH3:24])[CH:25]=[O:26].[H-:15].[I:17][CH2:18][CH2:19][CH2:20][CH3:21].[Na+:16].[nH:1]1[cH:2][n:3][c:4]2[n:5][c:6]3[n:7]([c:8](=[O:10])[c:9]12)[CH2:11][CH2:12][CH2:13][CH2:14]3>>[n:1]1([CH2:18][CH2:19][CH2:20][CH3:21])[cH:2][n:3][c:4]2[n:5][c:6]3[n:7]([c:8](=[O:10])[c:9]12)[CH2:11][CH2:12][CH2:13][CH2:14]3. Reactants: C(CCC)C=1NC2=CC=C(C=C2C(N1)=O)CO (2-butyl-6-(hydroxymethyl)-4(1H)-quinazolinone), [Cr](=O)(=O)([O-])O[Cr](=O)(=O)[O-].[NH+]1=CC=CC=C1.[NH+]1=CC=CC=C1 (pyridinium dichromate), O (water). The solvent is CN(C=O)C (N,N-dimethylformamide). Run at time 16 hour. Yields the product C(CCC)C=1NC2=CC=C(C=C2C(N1)=O)C=O (2-Butyl-1,4-dihydro-4-oxo-6-quinazoline-carboxaldehyde). Yield: 90.8%. Reaction SMILES: [CH2:1]([C:5]1[NH:6][C:7]2[C:12]([C:13](=[O:15])[N:14]=1)=[CH:11][C:10]([CH2:16][OH:17])=[CH:9][CH:8]=2)[CH2:2][CH2:3][CH3:4].[Cr](O[Cr]([O-])(=O)=O)([O-])(=O)=O.[NH+]1C=CC=CC=1.[NH+]1C=CC=CC=1.O>CN(C)C=O>[CH2:1]([C:5]1[NH:6][C:7]2[C:12]([C:13](=[O:15])[N:14]=1)=[CH:11][C:10]([CH:16]=[O:17])=[CH:9][CH:8]=2)[CH2:2][CH2:3][CH3:4] |f:1.2.3|. Procedure details: To a solution of 0.3 g of 2-butyl-6-(hydroxymethyl)-4(1H)-quinazolinone in 3.5 ml of dry N,N-dimethylformamide is added 1.7 g of pyridinium dichromate. The reaction mixture is stirred at room temperature for 16 hours and then poured into 125 ml of water. The resulting precipitate is removed by filtration and the filtrate extracted with 9:1 chloroform-methanol. The combined organic extracts are dried over magnesium sulfate, filtered and concentrated in vacuo and combined with the precipitate abov...